The task is: describe an organic reaction: reactants, conditions, products, and yield. This data is from the Open Reaction Database (ORD), a public repository of structured organic reaction records. Reactants: C(C)(=O)OCC (ethyl acetate), FC1=CC(=C(C=C1)NCC(=O)N(C1=CC=C(C=C1)OC)C(C)C)[N+](=O)[O-] (2-(4-Fluoro-2-nitro-phenylamino)-N-isopropyl-N-(4-methoxy-phenyl)-acetamide), [H][H] (hydrogen). The reagents and catalysts are [Pd] (palladium on carbon). The solvent is C(C)O (ethanol). The product is NC1=C(C=CC(=C1)F)NCC(=O)N(C1=CC=C(C=C1)OC)C(C)C (2-(2-Amino-4-fluoro-phenylamino)-N-isopropyl-N-(4-methoxy-phenyl)-acetamide). The yield is 83.3%. Reaction SMILES: C(OCC)(=O)C.[F:7][C:8]1[CH:13]=[CH:12][C:11]([NH:14][CH2:15][C:16]([N:18]([CH:27]([CH3:29])[CH3:28])[C:19]2[CH:24]=[CH:23][C:22]([O:25][CH3:26])=[CH:21][CH:20]=2)=[O:17])=[C:10]([N+:30]([O-])=O)[CH:9]=1.[H][H]>[Pd].C(O)C>[NH2:30][C:10]1[CH:9]=[C:8]([F:7])[CH:13]=[CH:12][C:11]=1[NH:14][CH2:15][C:16]([N:18]([CH:27]([CH3:29])[CH3:28])[C:19]1[CH:20]=[CH:21][C:22]([O:25][CH3:26])=[CH:23][CH:24]=1)=[O:17]. Procedure: A solution of 30 mL ethyl acetate, 175 mL ethanol, and 2.50 g of 2-(4-Fluoro-2-nitro-phenylamino)-N-isopropyl-N-(4-methoxy-phenyl)-acetamide, prepared as in Part B, (6.92 mmol) is combined with 0.25 g of palladium on carbon (10 wt %) and hydrogenated under a hydrogen balloon over 16 hrs. The reaction mixture is filtered and evaporated in vacuo to provide 1.91 g of 2-(2-Amino-4-fluoro-phenylamino)-N-isopropyl-N-(4-methoxy-phenyl)-acetamide as a solid: 1H NMR (300 MHz, CDCl3) δ7.03 (m, 2H), 6.94 (... Reactants: O[C@@H]1CC2CC([C@H]3[C@@H]4CCC([C@@]4(C)CC[C@@H]3[C@]2(CC1)C)=O)=O (3β-hydroxyandrostane-7,17-dione), powder. The reagents and catalysts are CCC[N+](CCC)(CCC)CCC.[O-][Ru](=O)(=O)=O (TPAP). The solvent is C(Cl)Cl (CH2Cl2). The product is C[C@@]12C(CC[C@H]1[C@@H]1C(CC3CC(CC[C@]3(C)[C@H]1CC2)=O)=O)=O (Androstane-3,7,17-trione). RXN SMILES: [OH:1][C@H:2]1[CH2:19][CH2:18][C@@:17]2([CH3:20])[CH:4]([CH2:5][C:6](=[O:22])[C@@H:7]3[C@@H:16]2[CH2:15][CH2:14][C@@:12]2([CH3:13])[C@H:8]3[CH2:9][CH2:10][C:11]2=[O:21])[CH2:3]1>C(Cl)Cl.CCC[N+](CCC)(CCC)CCC.[O-][Ru](=O)(=O)=O>[CH3:13][C@:12]12[CH2:14][CH2:15][C@H:16]3[C@@H:7]([C:6](=[O:22])[CH2:5][CH:4]4[C@:17]3([CH3:20])[CH2:18][CH2:19][C:2](=[O:1])[CH2:3]4)[C@@H:8]1[CH2:9][CH2:10][C:11]2=[O:21] |f:2.3|. Procedure: To a stirred solution of 3β-hydroxyandrostane-7,17-dione (1.60 g), TPAP (0.09 mg), NMNO (1.43 g) under N2 in CH2Cl2 (100 mL), molecular sieve type 4 Å powder (2.6 g) was added. After 0.5 h the mixture was filtered and the filtrate was purified by flash chromatography (SiO2, CH2Cl2) to give the title compound II-as (1.29 g, 81%). 1H-NMR (300 MHz, acetone-d6, ppm from TMS): δ 2.82-1.12 (20H, m), 1.39 (3H, s), 0.88 (3H, s). Starting materials: CN([C@@H](COC=1C=C(C(=NC1)Cl)C)C)C (5-[(R)-2-dimethylamino-1-propyloxy]-2-chloro-3-methyl pyridine), O.C1(=CC=C(C=C1)S(=O)(=O)O)C (p-toluenesulfonic acid monohydrate), C(C)OCC (ethyl ether). Run in C(C)(=O)OCC (ethyl acetate). Conditions: time 5 minute. Yields the product C1(=CC=C(C=C1)S(=O)(=O)O)C.CN([C@@H](COC=1C=C(C(=NC1)Cl)C)C)C (5-[(R)-2-dimethylamino-1-propyloxy]-2-chloro-3-methyl pyridine p-toluenesulfonic acid). Reaction SMILES: [CH3:1][N:2]([CH3:15])[C@H:3]([CH3:14])[CH2:4][O:5][C:6]1[CH:7]=[C:8]([CH3:13])[C:9]([Cl:12])=[N:10][CH:11]=1.O.[C:17]1([CH3:27])[CH:22]=[CH:21][C:20]([S:23]([OH:26])(=[O:25])=[O:24])=[CH:19][CH:18]=1.C(OCC)C>C(OCC)(=O)C>[C:17]1([CH3:27])[CH:18]=[CH:19][C:20]([S:23]([OH:26])(=[O:24])=[O:25])=[CH:21][CH:22]=1.[CH3:1][N:2]([CH3:15])[C@H:3]([CH3:14])[CH2:4][O:5][C:6]1[CH:7]=[C:8]([CH3:13])[C:9]([Cl:12])=[N:10][CH:11]=1 |f:1.2,5.6|. Reported procedure: A solution of the product 36A (60 mg, 0.263 mmol) in ethyl acetate (1 mL) at room temperature was treated with p-toluenesulfonic acid monohydrate (55 mg, 0.289 mmol) and stirred for 5 minutes. Next ethyl ether (30 mL) was added and stirred for an additional 5 minutes. The ether was decanted and the procedure was repeated. The residue was then dried under vacuum to provide 36 as a white solid. mp 87-89° C.; MS (CI/NH3) m/e 229 (M+H)+; 1H NMR (D2O, 300 MHz) δ: 1.43 (d, J=7 Hz, 3H), 2.35 (s, 3H), 2... Reactants: polyphosphoric acid, OC1=CC=C(C=C1)C(C)=O (4′-hydroxyacetophenone), C1(=CC=CC=C1)NN (phenylhydrazine), ice. Solvent: [OH-].[Na+] (NaOH). Conditions: temperature 150 celsius, time 8 hour. Yields the product OC1=CC=C(C=C1)C=1NC2=CC=CC=C2C1 (2-(4-hydroxyphenyl)indole). Yield: 57.4%. RXN SMILES: [OH:1][C:2]1[CH:7]=[CH:6][C:5]([C:8](=O)[CH3:9])=[CH:4][CH:3]=1.[C:11]1([NH:17]N)[CH:16]=[CH:15][CH:14]=[CH:13][CH:12]=1>[OH-].[Na+]>[OH:1][C:2]1[CH:7]=[CH:6][C:5]([C:8]2[NH:17][C:11]3[C:16]([CH:9]=2)=[CH:15][CH:14]=[CH:13][CH:12]=3)=[CH:4][CH:3]=1 |f:2.3|. Procedure details: To 47.2 g of polyphosphoric acid was added 13.62 g (0.10 mol) of 4′-hydroxyacetophenone and 10.0 mL (0.10 mol) of phenylhydrazine at room temperature. The mixture was heated at 150° C. (oil bath temp) for 1 h. After cooling to room temperature an ice-cold H2O (250 mL) was added and the dark brown mixture was stirred overnight. This was then neutralized with 5.0 N NaOH (100 mL) and extracted with EtOAc (1 L×4) which was washed with saturated aqueous NaHCO3 and brine (500 mL each). Organic layers ...